From a dataset of the Open Reaction Database (ORD), a public repository of structured organic reaction records. describe an organic reaction: reactants, conditions, products, and yield The reactants are C(C)(C)(C)C1=CC(=C(C=C1)C=1N([C@@H]([C@@H](N1)C1=CC=C(C=C1)Cl)C1=CC=C(C=C1)Cl)C(=O)Cl)OCC ((4S,5R)-2-(4-tert-butyl-2-ethoxy-phenyl)-4,5-bis-(4-chloro-phenyl)-4,5-dihydro-imidazole-1-carbonyl chloride), CS(=O)(=O)N1CCNCC1 (1-methanesulfonyl-piperazine). Yields the product C(C)(C)(C)C1=CC(=C(C=C1)C=1N([C@@H]([C@@H](N1)C1=CC=C(C=C1)Cl)C1=CC=C(C=C1)Cl)C(=O)N1CCN(CC1)S(=O)(=O)C)OCC ([(4S,5R)-2-(4-tert-Butyl-2-ethoxy-phenyl)-4,5-bis-(4-chloro-phenyl)-4,5-dihydro-imidazol-1-yl]-(4-methanesulfonyl-piperazin-1-yl)-methanone). RXN SMILES: [C:1]([C:5]1[CH:10]=[CH:9][C:8]([C:11]2[N:12]([C:30](Cl)=[O:31])[C@H:13]([C:23]3[CH:28]=[CH:27][C:26]([Cl:29])=[CH:25][CH:24]=3)[C@H:14]([C:16]3[CH:21]=[CH:20][C:19]([Cl:22])=[CH:18][CH:17]=3)[N:15]=2)=[C:7]([O:33][CH2:34][CH3:35])[CH:6]=1)([CH3:4])([CH3:3])[CH3:2].[CH3:36][S:37]([N:40]1[CH2:45][CH2:44][NH:43][CH2:42][CH2:41]1)(=[O:39])=[O:38]>>[C:1]([C:5]1[CH:10]=[CH:9][C:8]([C:11]2[N:12]([C:30]([N:43]3[CH2:44][CH2:45][N:40]([S:37]([CH3:36])(=[O:39])=[O:38])[CH2:41][CH2:42]3)=[O:31])[C@H:13]([C:23]3[CH:24]=[CH:25][C:26]([Cl:29])=[CH:27][CH:28]=3)[C@H:14]([C:16]3[CH:21]=[CH:20][C:19]([Cl:22])=[CH:18][CH:17]=3)[N:15]=2)=[C:7]([O:33][CH2:34][CH3:35])[CH:6]=1)([CH3:3])([CH3:4])[CH3:2]. Procedure: [(4S,5R)-2-(4-tert-Butyl-2-ethoxy-phenyl)-4,5-bis-(4-chloro-phenyl)-4,5-dihydro-imidazol-1-yl]-(4-methanesulfonyl-piperazin-1-yl)-methanone was prepared from (4S,5R)-2-(4-tert-butyl-2-ethoxy-phenyl)-4,5-bis-(4-chloro-phenyl)-4,5-dihydro-imidazole-1-carbonyl chloride (example 11) and 1-methanesulfonyl-piperazine in an analogous manner as described in example 25. LR-MS: 657.4 [(M+H)+] Reactants: N (ammonia), FC(F)(F)SC1=CC=C(C=C1)C=CC(=O)O (3-(4-trifluoromethylsulfanyl-phenyl)-acrylic acid), C(C(=O)Cl)(=O)Cl (oxalyl chloride). The solvent is O1CCCC1 (tetrahydrofuran), CN(C=O)C (N,N-dimethyl formamide), O1CCCC1 (tetrahydrofuran). Conditions: temperature 2.5 celsius, time 3 hour. The product is FC(F)(F)SC1=CC=C(C=C1)C=CC(=O)N (3-(4-Trifluoromethylsulfanyl-phenyl)-acrylamide). Reaction SMILES: [F:1][C:2]([S:5][C:6]1[CH:11]=[CH:10][C:9]([CH:12]=[CH:13][C:14]([OH:16])=O)=[CH:8][CH:7]=1)([F:4])[F:3].C(Cl)(=O)C(Cl)=O.[NH3:23]>O1CCCC1.CN(C)C=O>[F:1][C:2]([S:5][C:6]1[CH:11]=[CH:10][C:9]([CH:12]=[CH:13][C:14]([NH2:23])=[O:16])=[CH:8][CH:7]=1)([F:4])[F:3]. Procedure details: To a suspension of 5.24 g (21.1 mmol) 3-(4-trifluoromethylsulfanyl-phenyl)-acrylic acid in 30.0 ml tetrahydrofuran and 0.3 ml N,N-dimethyl formamide a solution of 2.75 ml (32.0 mmol) oxalyl chloride in 5.0 ml tetrahydrofuran was added dropwise at 0° C. within 20 min. Stirring was continued at 0-5° C. for 30 min. and 3 h at room temperature thereafter. The resulting solution was cooled to 0-5° C. again and then added within 15 min. to 100 ml of a 25% aqueous ammonia solution. After evaporation of... Reactants: ice water, Br (hydrobromic acid), BrBr (bromine), OC=1C=CC(=C2C3CCCCC3C(C12)=O)C (8-hydroxy-5-methyl-1,2,3,4,4a,9a-hexahydro-9-fluorenone). The solvent is C(C)(=O)O (acetic acid). Product: BrC1=CC(=C2C3CCCCC3(C(C2=C1O)=O)Br)C (7,9a-dibromo-8-hydroxy-5-methyl-1,2,3,4,4a,9a-hexahydro-9-fluorenone). As a reaction SMILES: [OH:1][C:2]1[CH:3]=[CH:4][C:5]([CH3:16])=[C:6]2[C:14]=1[C:13](=[O:15])[CH:12]1[CH:7]2[CH2:8][CH2:9][CH2:10][CH2:11]1.[BrH:17].[Br:18]Br>C(O)(=O)C>[Br:17][C:3]1[C:2]([OH:1])=[C:14]2[C:6]([CH:7]3[C:12]([Br:18])([C:13]2=[O:15])[CH2:11][CH2:10][CH2:9][CH2:8]3)=[C:5]([CH3:16])[CH:4]=1. Reported procedure: 4.50 Grams of 8-hydroxy-5-methyl-1,2,3,4,4a,9a-hexahydro-9-fluorenone was dissolved in 50 ml of acetic acid and to the solution were gradually added dropwise 0.2 ml of hydrobromic acid and 1.3 ml of bromine, followed by refluxing under heating for 1 hour. The reaction mixture was poured into ice water and extracted with chloroform. The organic layer was washed with saturated aqueous sodium bicarbonate solution and saturated aqueous sodium chloride solution in this order and then dried with magne... Reactants: C(C)OC(=O)C1(CCN(CC1)S(=O)(=O)C1=CC=C(C=C1)C)F (4-Fluoro-1-(toluene-4-sulfonyl)-piperidine-4-carboxylic acid ethyl ester), [OH-].[Na+] (NaOH). Solvent: CO (MeOH). Reaction conditions: time 12 hour. The product is FC1(CCN(CC1)S(=O)(=O)C1=CC=C(C=C1)C)C(=O)O (4-fluoro-1-(toluene-4-sulfonyl)-piperidine-4-carboxylic acid). Yield: 99.9%. As a reaction SMILES: C([O:3][C:4]([C:6]1([F:22])[CH2:11][CH2:10][N:9]([S:12]([C:15]2[CH:20]=[CH:19][C:18]([CH3:21])=[CH:17][CH:16]=2)(=[O:14])=[O:13])[CH2:8][CH2:7]1)=[O:5])C.[OH-].[Na+]>CO>[F:22][C:6]1([C:4]([OH:5])=[O:3])[CH2:11][CH2:10][N:9]([S:12]([C:15]2[CH:20]=[CH:19][C:18]([CH3:21])=[CH:17][CH:16]=2)(=[O:14])=[O:13])[CH2:8][CH2:7]1 |f:1.2|. Procedure: 4-Fluoro-1-(toluene-4-sulfonyl)-piperidine-4-carboxylic acid ethyl ester (2.08 g) was dissolved in MeOH (70 ml) at RT and under an argon atmosphere and 3M aqueous NaOH (8.42 ml) was added at RT and the mixture was stirred for 12 h at RT. The solvent was evaporated and 3M HCl was slowly added to adjust the pH between 1-2. The mixture was then extracted twice with AcOEt, the organic layers were collected, washed with brine, dried over sodium sulphate and concentrated to give crude 4-fluoro-1-(tolu... The reactants are N#Cc1ccc(Br)cc1, Cc1ccc([Mg+])cc1, [Cl-], Cl[Pd]Cl, C1CCOC1, c1ccc(P(c2ccccc2)c2ccccc2)cc1. Product: Cc1ccc(-c2ccc(C#N)cc2)cc1. Reaction SMILES: [Br:10][c:11]1[cH:12][cH:13][c:14]([C:15]#[N:16])[cH:17][cH:18]1.[CH3:2][c:3]1[cH:4][cH:5][c:6]([Mg+:9])[cH:7][cH:8]1.[Cl-:1].[Cl:43][Pd:44][Cl:45].[O:38]1[CH2:39][CH2:40][CH2:41][CH2:42]1.[c:19]1([P:20]([c:21]2[cH:22][cH:23][cH:24][cH:25][cH:26]2)[c:27]2[cH:28][cH:29][cH:30][cH:31][cH:32]2)[cH:33][cH:34][cH:35][cH:36][cH:37]1>>[CH3:2][c:3]1[cH:4][cH:5][c:6](-[c:11]2[cH:12][cH:13][c:14]([C:15]#[N:16])[cH:17][cH:18]2)[cH:7][cH:8]1. Starting materials: BrBr (bromine), ClC=1C=C(CSC2=NC(=CC(=N2)O)N[C@@H](CO)C)C=CC1 (2-[(3-Chlorobenzyl)thio]-6-{[(1R)-2-hydroxy-1-methylethyl]amino}-4-pyrimidinol), N1=CC=CC=C1 (pyridine), S1C(=NN=C1)S (1,3,4-thiadiazole-2-thiol). The solvent is CN(C)C=O (DMF). Conditions: time 1 hour. The product is ClC=1C=C(C=CC1)CSC1=NC(=C(C(=N1)O)SC=1SC=NN1)N[C@@H](CO)C (2-[[(3-Chlorophenyl)methyl]thio]-6-[[(1R)2-hydroxy-1-methylethyl]amino]-5-(1,3,4-thiadiazol-2-ylthio)-4-pyrimidinol). RXN SMILES: [Cl:1][C:2]1[CH:3]=[C:4]([CH:19]=[CH:20][CH:21]=1)[CH2:5][S:6][C:7]1[N:12]=[C:11]([OH:13])[CH:10]=[C:9]([NH:14][C@H:15]([CH3:18])[CH2:16][OH:17])[N:8]=1.N1C=CC=CC=1.[S:28]1[CH:32]=[N:31][N:30]=[C:29]1[SH:33].BrBr>CN(C=O)C>[Cl:1][C:2]1[CH:3]=[C:4]([CH2:5][S:6][C:7]2[N:12]=[C:11]([OH:13])[C:10]([S:33][C:29]3[S:28][CH:32]=[N:31][N:30]=3)=[C:9]([NH:14][C@H:15]([CH3:18])[CH2:16][OH:17])[N:8]=2)[CH:19]=[CH:20][CH:21]=1. Procedure details: The product of Example 3 (0.12 g), pyridine (50 μl) and 1,3,4-thiadiazole-2-thiol (0.18 g) were dissolved in DMF (3 ml) and bromine (18 μl) added dropwise. The reaction mixture was stirred for 1 h before being purified directly by reverse phase HPLC (95-75% 0.02M ammonium hydroxide/acetonitrile) to yield the title product as a white solid. Yield 0.15 g. Starting materials: COc1cc(NC(=O)c2ccccc2C)ccc1C(=O)N1CCCC(OC(=O)C(CCSC)NC(=O)OC(C)(C)C)c2cc(Cl)ccc21, COc1ccccc1, O=C(O)C(F)(F)F. Product: COc1cc(NC(=O)c2ccccc2C)ccc1C(=O)N1CCCC(OC(=O)C(N)CCSC)c2cc(Cl)ccc21. As a reaction SMILES: [C:1]([O:2][C:3](=[O:4])[NH:8][CH:9]([CH2:10][CH2:11][S:12][CH3:13])[C:14](=[O:15])[O:16][CH:17]1[CH2:18][CH2:19][CH2:20][N:21]([C:29]([c:30]2[c:31]([O:46][CH3:47])[cH:32][c:33]([NH:36][C:37]([c:38]3[c:39]([CH3:44])[cH:40][cH:41][cH:42][cH:43]3)=[O:45])[cH:34][cH:35]2)=[O:48])[c:22]2[c:23]1[cH:24][c:25]([Cl:28])[cH:26][cH:27]2)([CH3:5])([CH3:6])[CH3:7].[CH3:56][O:57][c:58]1[cH:59][cH:60][cH:61][cH:62][cH:63]1.[OH:49][C:50]([C:51]([F:52])([F:53])[F:54])=[O:55]>>[NH2:8][CH:9]([CH2:10][CH2:11][S:12][CH3:13])[C:14](=[O:15])[O:16][CH:17]1[CH2:18][CH2:19][CH2:20][N:21]([C:29]([c:30]2[c:31]([O:46][CH3:47])[cH:32][c:33]([NH:36][C:37]([c:38]3[c:39]([CH3:44])[cH:40][cH:41][cH:42][cH:43]3)=[O:45])[cH:34][cH:35]2)=[O:48])[c:22]2[c:23]1[cH:24][c:25]([Cl:28])[cH:26][cH:27]2. Reactants: C(C)OC12N(/C(/SC1COC2)=N/C(=O)C21CC3CC(CC(C2)C3)C1)CCOC (N-[(2Z)-3a-ethoxy-3-(2-methoxyethyl)tetrahydrofuro[3,4-d][1,3]thiazol-2(3H)-ylidene]adamantane-1-carboxamide), O.C1(=CC=C(C=C1)S(=O)(=O)O)C (p-toluenesulfonic acid monohydrate). Run in C(C)(=O)OCC (ethyl acetate), C1(=CC=CC=C1)C (toluene). The product is C(C)(=O)[O-].[NH4+] (ammonium acetate), COCCN1C(SC2=C1COC2)=NC(=O)C21CC3CC(CC(C2)C3)C1 (Adamantane-1-carboxylic acid [3-(2-methoxyethyl)-4,6-dihydro-3H-furo[3,4-d]thiazol-2-ylidene]-amide). The yield is 105.0%. RXN SMILES: C(O[C:4]12[CH2:11][O:10][CH2:9][CH:8]1[S:7]/[C:6](=[N:12]\[C:13]([C:15]13[CH2:24][CH:19]4[CH2:20][CH:21]([CH2:23][CH:17]([CH2:18]4)[CH2:16]1)[CH2:22]3)=[O:14])/[N:5]2[CH2:25][CH2:26][O:27][CH3:28])C.O.C1(C)C=CC(S(O)(=O)=[O:37])=CC=1>C1(C)C=CC=CC=1.C(OCC)(=O)C>[C:26]([O-:27])(=[O:37])[CH3:25].[NH4+:5].[CH3:28][O:27][CH2:26][CH2:25][N:5]1[C:4]2[CH2:11][O:10][CH2:9][C:8]=2[S:7][C:6]1=[N:12][C:13]([C:15]12[CH2:16][CH:17]3[CH2:18][CH:19]([CH2:20][CH:21]([CH2:23]3)[CH2:22]1)[CH2:24]2)=[O:14] |f:1.2,5.6|. Procedure: To a solution the product of Example 72D (15 mg, 0.04 mmol) in toluene (10 mL) was added p-toluenesulfonic acid monohydrate (2 mg). The solution was heated at reflux for 3 hours and then cooled to room temperature, diluted with ethyl acetate, washed with 1M aqueous NaHCO3, dried (Na2SO4), filtered and concentrated. Purification by preparative HPLC on a Waters Symmetry C8 column (40 mm×100 mm, 7 μm particle size) using a gradient of 10% to 100% acetonitrile:ammonium acetate (10 mM) over 15 minute... Reactants: O=C([O-])[O-], Cc1ccc(S(=O)(=O)n2c(=O)n3c4c(cccc42)NC(=O)C3)cc1, CI, [K+], [K+], CN(C)C=O, O. Yields the product Cc1ccc(S(=O)(=O)n2c(=O)n3c4c(cccc42)N(C)C(=O)C3)cc1. Reaction SMILES: [C:25](=[O:26])([O-:27])[O-:28].[CH3:1][c:2]1[cH:3][cH:4][c:5]([S:8](=[O:9])(=[O:10])[n:11]2[c:12](=[O:24])[n:13]3[c:22]4[c:17]([cH:18][cH:19][cH:20][c:21]24)[NH:16][C:15](=[O:23])[CH2:14]3)[cH:6][cH:7]1.[I:31][CH3:32].[K+:29].[K+:30].[O:34]=[CH:35][N:36]([CH3:37])[CH3:38].[OH2:33]>>[CH3:1][c:2]1[cH:3][cH:4][c:5]([S:8](=[O:9])(=[O:10])[n:11]2[c:12](=[O:24])[n:13]3[c:22]4[c:17]([cH:18][cH:19][cH:20][c:21]24)[N:16]([CH3:25])[C:15](=[O:23])[CH2:14]3)[cH:6][cH:7]1. Reactants: CCOC(=O)C1CCN(C(=O)N2CC(CN(C(=O)OC(C)(C)C)C(C)c3cccc4ccccc34)C(c3ccccc3)C2)CC1, CCO, [Na+], [OH-]. The product is CC(c1cccc2ccccc12)N(CC1CN(C(=O)N2CCC(C(=O)O)CC2)CC1c1ccccc1)C(=O)OC(C)(C)C. RXN SMILES: [C:1]([CH3:2])([CH3:3])([CH3:4])[O:5][C:6](=[O:7])[N:8]([CH:9]([CH3:10])[c:11]1[cH:12][cH:13][cH:14][c:15]2[cH:16][cH:17][cH:18][cH:19][c:20]12)[CH2:21][CH:22]1[CH2:23][N:24]([C:33](=[O:34])[N:35]2[CH2:36][CH2:37][CH:38]([C:41](=[O:42])[O:43][CH2:44][CH3:45])[CH2:39][CH2:40]2)[CH2:25][CH:26]1[c:27]1[cH:28][cH:29][cH:30][cH:31][cH:32]1.[CH3:48][CH2:49][OH:50].[Na+:47].[OH-:46]>>[C:1]([CH3:2])([CH3:3])([CH3:4])[O:5][C:6](=[O:7])[N:8]([CH:9]([CH3:10])[c:11]1[cH:12][cH:13][cH:14][c:15]2[cH:16][cH:17][cH:18][cH:19][c:20]12)[CH2:21][CH:22]1[CH2:23][N:24]([C:33](=[O:34])[N:35]2[CH2:36][CH2:37][CH:38]([C:41](=[O:42])[OH:43])[CH2:39][CH2:40]2)[CH2:25][CH:26]1[c:27]1[cH:28][cH:29][cH:30][cH:31][cH:32]1.